Dataset: the Open Reaction Database (ORD), a public repository of structured organic reaction records. Task: describe an organic reaction: reactants, conditions, products, and yield Reactants: O=C([O-])[O-], CI, CN(C)C=O, Sc1nc2ncc(Cl)cc2s1, [K+], [K+], O. RXN SMILES: [C:3](=[O:4])([O-:5])[O-:6].[CH3:1][I:2].[CH3:21][N:22]([CH3:23])[CH:24]=[O:25].[Cl:9][c:10]1[cH:11][c:12]2[c:13]([n:14][cH:15]1)[n:16][c:17]([SH:19])[s:18]2.[K+:7].[K+:8].[OH2:20]>>[CH3:1][S:19][c:17]1[n:16][c:13]2[c:12]([cH:11][c:10]([Cl:9])[cH:15][n:14]2)[s:18]1. Product: CSc1nc2ncc(Cl)cc2s1. Starting materials: C(CC)C1=C(C=CC2=C1NC(CO2)=O)[N+](=O)[O-] (5-propyl-6-nitro-3-oxo-3,4-dihydro-(2H)-1,4-benzoxazine), C(CC)C1=CC2=C(NC(CO2)=O)C=C1[N+](=O)[O-] (7-propyl-6-nitro-3-oxo-3,4-dihydro-(2H)-1,4-benzoxazine), C(CC)[Mg]Br (propyl magnesium bromide). The product is C(CC)C1=C(C(=CC2=C1NC(CO2)=O)CCC)[N+](=O)[O-] (5,7-Dipropyl-6-nitro-3-oxo-3,4-dihydro-(2H)-1,4-benzoxazine). Reaction SMILES: [CH2:1]([C:4]1[C:9]2[NH:10][C:11](=[O:14])[CH2:12][O:13][C:8]=2[CH:7]=[CH:6][C:5]=1[N+:15]([O-:17])=[O:16])[CH2:2][CH3:3].[CH2:18]([C:21]1C([N+]([O-])=O)=CC2NC(=O)COC=2C=1)[CH2:19]C.C([Mg]Br)CC>>[CH2:1]([C:4]1[C:9]2[NH:10][C:11](=[O:14])[CH2:12][O:13][C:8]=2[CH:7]=[C:6]([CH2:19][CH2:18][CH3:21])[C:5]=1[N+:15]([O-:17])=[O:16])[CH2:2][CH3:3]. Reported procedure: The title compound is synthesized from either 5-propyl-6-nitro-3-oxo-3,4-dihydro-(2H)-1,4-benzoxazine or 7-propyl-6-nitro-3-oxo-3,4-dihydro-(2H)-1,4-benzoxazine and propyl magnesium bromide using the method illustrated in Example 37. Starting materials: CCOC(C)=O, CC#N, CCN(C(C)C)C(C)C, COc1nc(C)nc(Cl)c1[N+](=O)[O-], CCOC(=O)COc1cc(Cl)c(N)cc1OCc1c(OC)ccc(F)c1F, O. Yields the product CCOC(=O)COc1cc(Cl)c(Nc2nc(C)nc(OC)c2[N+](=O)[O-])cc1OCc1c(OC)ccc(F)c1F. As a reaction SMILES: [CH3:50][CH2:51][O:52][C:53](=[O:54])[CH3:55].[CH3:56][C:57]#[N:58].[CH:41]([N:42]([CH2:43][CH3:44])[CH:45]([CH3:46])[CH3:47])([CH3:48])[CH3:49].[Cl:1][c:2]1[n:3][c:4]([CH3:13])[n:5][c:6]([O:11][CH3:12])[c:7]1[N+:8](=[O:9])[O-:10].[NH2:14][c:15]1[cH:16][c:17]([O:29][CH2:30][c:31]2[c:32]([F:40])[c:33]([F:39])[cH:34][cH:35][c:36]2[O:37][CH3:38])[c:18]([O:19][CH2:20][C:21](=[O:22])[O:23][CH2:24][CH3:25])[cH:26][c:27]1[Cl:28].[OH2:59]>>[c:2]1([NH:14][c:15]2[cH:16][c:17]([O:29][CH2:30][c:31]3[c:32]([F:40])[c:33]([F:39])[cH:34][cH:35][c:36]3[O:37][CH3:38])[c:18]([O:19][CH2:20][C:21](=[O:22])[O:23][CH2:24][CH3:25])[cH:26][c:27]2[Cl:28])[n:3][c:4]([CH3:13])[n:5][c:6]([O:11][CH3:12])[c:7]1[N+:8](=[O:9])[O-:10]. The reactants are CCO, Clc1cnc2cc(Cl)c(Cl)cc2n1, NN. Product: NNc1cnc2cc(Cl)c(Cl)cc2n1. As a reaction SMILES: [CH3:16][CH2:17][OH:18].[Cl:1][c:2]1[n:3][c:4]2[cH:5][c:6]([Cl:13])[c:7]([Cl:12])[cH:8][c:9]2[n:10][cH:11]1.[NH2:14][NH2:15]>>[c:2]1([NH:14][NH2:15])[n:3][c:4]2[cH:5][c:6]([Cl:13])[c:7]([Cl:12])[cH:8][c:9]2[n:10][cH:11]1. Starting materials: CO, O=C1NC(=O)C2(Cc3ccc([N+](=O)[O-])cc3C2)N1. The product is Nc1ccc2c(c1)CC1(C2)NC(=O)NC1=O. As a reaction SMILES: [CH3:19][OH:20].[N+:1]([O-:2])(=[O:3])[c:4]1[cH:5][c:6]2[c:16]([cH:17][cH:18]1)[CH2:15][C:8]1([CH2:7]2)[NH:9][C:10](=[O:14])[NH:11][C:12]1=[O:13]>>[NH2:1][c:4]1[cH:5][c:6]2[c:16]([cH:17][cH:18]1)[CH2:15][C:8]1([CH2:7]2)[NH:9][C:10](=[O:14])[NH:11][C:12]1=[O:13]. The reactants are ClC(=O)OC (methyl chloroformate), [NH4+].[Cl-] (NH4Cl), BrC1=C(C2=CC=C(C(=C2C=C1)C(F)(F)F)OC)C(=O)N (2-Bromo-6-methoxy-5-(trifluoromethyl)-1-naphthalenecarboxamide), [H-].[Na+] (sodium hydride). Solvent: C1CCOC1 (THF), O (water), C1CCOC1 (THF). Run at time 30 minute. The product is BrC1=C(C2=CC=C(C(=C2C=C1)C(F)(F)F)OC)C(=O)NC(OC)=O (N-[[2-Bromo-6-methoxy-5-(trifluoromethyl)-1-naphthalenyl]carbonyl]carbamic Acid, Methyl Ester). The yield is 56.0%. Reaction SMILES: [Br:1][C:2]1[CH:11]=[CH:10][C:9]2[C:4](=[CH:5][CH:6]=[C:7]([O:16][CH3:17])[C:8]=2[C:12]([F:15])([F:14])[F:13])[C:3]=1[C:18]([NH2:20])=[O:19].[H-].[Na+].Cl[C:24]([O:26][CH3:27])=[O:25].[NH4+].[Cl-]>C1COCC1.O>[Br:1][C:2]1[CH:11]=[CH:10][C:9]2[C:4](=[CH:5][CH:6]=[C:7]([O:16][CH3:17])[C:8]=2[C:12]([F:14])([F:15])[F:13])[C:3]=1[C:18]([NH:20][C:24](=[O:25])[O:26][CH3:27])=[O:19] |f:1.2,4.5|. Procedure: 2-Bromo-6-methoxy-5-(trifluoromethyl)-1-naphthalenecarboxamide (4.18 g, 12.01 mmol) was added to a stirred suspension of sodium hydride (50% dispersion in mineral oil, 632 mg, 1.1 eq) in anhydrous THF (110 mL) precooled in an ice bath under a dry N2 atmosphere. The ice bath was removed and the suspension was stirred at ambient temperature for 30 minutes, warmed to 40° C. and stirred an additional 20 minutes. The reaction mixture was cooled to room temperature and methyl chloroformate (0.93 mL, 1... Starting materials: B(F)(F)F.CCOCC (boron trifluoride etherate), F[C@@]12[C@]3(C=CC(C=C3CC[C@H]1[C@@H]1CCC([C@@]1(C)C[C@@H]2O)=O)=O)C (9-fluoro-11β-hydroxyandrosta-1,4-diene-3,17-dione), ClCCl (dichloromethane), COC1=CC=C(C=C1)S (p-methoxybenzenethiol). As a reaction SMILES: [F:1][C@:2]12[C@@H:19]([OH:20])[CH2:18][C@@:16]3([CH3:17])[C@@H:12]([CH2:13][CH2:14][C:15]3=O)[C@@H:11]1[CH2:10][CH2:9][C:8]1[C@:3]2([CH3:23])[CH:4]=[CH:5][C:6](=[O:22])[CH:7]=1.ClCCl.[CH3:27][O:28][C:29]1[CH:34]=[CH:33][C:32]([SH:35])=[CH:31][CH:30]=1.B(F)(F)F.C[CH2:41][O:42][CH2:43][CH3:44]>O.C(O)(=O)C>[F:1][C@:2]12[C@@H:19]([OH:20])[CH2:18][C@@:16]3([CH3:17])[C@@H:12]([CH2:13][CH2:14][C:15]3([S:35][C:32]3[CH:33]=[CH:44][C:43]([O:42][CH3:41])=[CH:30][CH:31]=3)[S:35][C:32]3[CH:33]=[CH:34][C:29]([O:28][CH3:27])=[CH:30][CH:31]=3)[C@@H:11]1[CH2:10][CH2:9][C:8]1[C@:3]2([CH3:23])[CH:4]=[CH:5][C:6](=[O:22])[CH:7]=1 |f:3.4|. Yields the product F[C@@]12[C@]3(C=CC(C=C3CC[C@H]1[C@@H]1CCC([C@@]1(C)C[C@@H]2O)(SC2=CC=C(C=C2)OC)SC2=CC=C(C=C2)OC)=O)C (9-Fluoro-11β-hydroxy-17,17-bis[(4-methoxyphenyl)-thio]androsta-1,4-dien-3-one). Run in O (water), C(C)(=O)O (acetic acid). Conditions: time 1.5 hour. Reported procedure: To a solution of 9-fluoro-11β-hydroxyandrosta-1,4-diene-3,17-dione (3.18 g) in a mixture of dry dichloromethane (40 ml) and glacial acetic acid (40 ml) containing p-methoxybenzenethiol (5.6 g) is added boron trifluoride etherate (3.0 ml) and the resulting solution is stirred for 1.5 hours. It is then poured into water (500 ml) and extracted with chloroform. The chloroform extracts are combined, washed with saturated sodium bicarbonate solution and water, dried (MgSO4) and concentrated in vacuo t...